From a dataset of the Open Reaction Database (ORD), a public repository of structured organic reaction records. describe an organic reaction: reactants, conditions, products, and yield The reactants are C1(CC1)COCCC1=CC=C(OCC2CO2)C=C1 (1-[4-(2-cyclopropylmethoxyethyl)phenoxy]-2,3-epoxypropane), NCCN1C(=NC2=C1C=CC(=C2)C=2CCC(NN2)=O)C (6-[1-(2-aminoethyl)-2-methyl-benzimidazol-5-yl]-4,5-dihydro-3(2H)pyridazinone). Product: C1(CC1)COCCC1=CC=C(OCC(CNCCN2C(=NC3=C2C=CC(=C3)C=3CCC(NN3)=O)C)O)C=C1 (6-[1-[2-[3-(4-(2-Cyclopropylmethoxy-ethyl)phenoxy)-2-hydroxypropylamino]ethyl]-2-methyl-benzimidazol-5-yl]-4,5-dihydro-3(2H)-pyridazinone). Reaction SMILES: [CH:1]1([CH2:4][O:5][CH2:6][CH2:7][C:8]2[CH:18]=[CH:17][C:11]([O:12][CH2:13][CH:14]3[O:16][CH2:15]3)=[CH:10][CH:9]=2)[CH2:3][CH2:2]1.[NH2:19][CH2:20][CH2:21][N:22]1[C:26]2[CH:27]=[CH:28][C:29]([C:31]3[CH2:32][CH2:33][C:34](=[O:37])[NH:35][N:36]=3)=[CH:30][C:25]=2[N:24]=[C:23]1[CH3:38]>>[CH:1]1([CH2:4][O:5][CH2:6][CH2:7][C:8]2[CH:18]=[CH:17][C:11]([O:12][CH2:13][CH:14]([OH:16])[CH2:15][NH:19][CH2:20][CH2:21][N:22]3[C:26]4[CH:27]=[CH:28][C:29]([C:31]5[CH2:32][CH2:33][C:34](=[O:37])[NH:35][N:36]=5)=[CH:30][C:25]=4[N:24]=[C:23]3[CH3:38])=[CH:10][CH:9]=2)[CH2:3][CH2:2]1. Procedure: Prepared analogously to Example 1 from 1-[4-(2-cyclopropylmethoxyethyl)phenoxy]-2,3-epoxypropane and 6-[1-(2-aminoethyl)-2-methyl-benzimidazol-5-yl]-4,5-dihydro-3(2H)pyridazinone. The reactants are O=C(C=1OC=CC1)N(C(C)C)C(C)C. Reagents/catalysts: O=C1C=CC=2C=CC=C(C3=CN=C(C=C3)C=4N=CC=CC4)C2N1, O1B(OC(C)(C)C1(C)C)B2OC(C)(C)C(O2)(C)C, [K].OC(C)(C)C, C[OH2+].C[OH2+].C1CC=CCCC=C1.C1CC=CCCC=C1.[Ir].[Ir]. The solvent is O1CCCC1. Conditions: temperature 80 celsius, time 12 hour. The product is O=C(C=1OC(=CC1)B2OC(C)(C)C(O2)(C)C)N(C(C)C)C(C)C. Isolated yield 97.0%. Procedure: In an argon filled glove box, a 5.0 mL wheaton microreactor was charged with [Ir(cod)(OMe)]2 (1.98 mg, 1.5 mol%), L1 ligand (2.1 mg, 3.5 mol%), B2pin2 (50.8 mg, 1.0 equiv.), KOtBu (1.0 mg, 4.5 mol%) and dry THF (1.0 mL). The reaction mixture was stirred for 2 minutes at room temperature. To this mixture, N,N-diisopropylfuran-2-carboxamide (39.1 mg, 0.2 mmol) was added. The microreactor was capped with a teflon pressure cap and placed into pre-heated aluminum block at 80 oC. The reaction mixture ... Reactants: O=C1CCC(=O)N1Br, O=C([O-])[O-], CC1=CCC2C(C1)C2(C)C, [Ca+2], C1COCCO1, O. Product: CC1(O)CC2C(CC1Br)C2(C)C. RXN SMILES: [Br:16][N:17]1[C:18](=[O:19])[CH2:20][CH2:21][C:22]1=[O:23].[C:11](=[O:12])([O-:13])[O-:14].[CH:1]12[CH2:2][C:3]([CH3:10])=[CH:4][CH2:5][CH:6]1[C:7]2([CH3:8])[CH3:9].[Ca+2:15].[O:25]1[CH2:26][CH2:27][O:28][CH2:29][CH2:30]1.[OH2:24]>>[CH:1]12[CH2:2][C:3]([CH3:10])([OH:24])[CH:4]([Br:16])[CH2:5][CH:6]1[C:7]2([CH3:8])[CH3:9]. Starting materials: BrC1=CN=C2N1C=CC(=N2)C(F)(F)F (3-Bromo-7-trifluoromethylimidazo[1,2-α]pyrimidine), FC1=C(C=CC=C1C=1C=NC=CC1)B(O)O (2-fluoro-3-(pyridin-3-yl)benzeneboronic acid). The product is FC1=C(C=CC=C1C=1C=NC=CC1)C1=CN=C2N1C=CC(=N2)C(F)(F)F (3-[2-fluoro-3-(pyridin-3-yl)phenyl]-7-trifluoromethylimidazo[1,2-α]pyrimidine). Reaction SMILES: Br[C:2]1[N:6]2[CH:7]=[CH:8][C:9]([C:11]([F:14])([F:13])[F:12])=[N:10][C:5]2=[N:4][CH:3]=1.[F:15][C:16]1[C:21]([C:22]2[CH:23]=[N:24][CH:25]=[CH:26][CH:27]=2)=[CH:20][CH:19]=[CH:18][C:17]=1B(O)O>>[F:15][C:16]1[C:21]([C:22]2[CH:23]=[N:24][CH:25]=[CH:26][CH:27]=2)=[CH:20][CH:19]=[CH:18][C:17]=1[C:2]1[N:6]2[CH:7]=[CH:8][C:9]([C:11]([F:14])([F:13])[F:12])=[N:10][C:5]2=[N:4][CH:3]=1. Procedure: 3-Bromo-7-trifluoromethylimidazo[1,2-α]pyrimidine was coupled with 2-fluoro-3-(pyridin-3-yl)benzeneboronic acid as described in Example 1 to give 3-[2-fluoro-3-(pyridin-3-yl)phenyl]-7-trifluoromethylimidazo[1,2-α]pyrimidine as an off-white solid. Bis-hydrochloride salt (from ethyl acetate/ethanol): δH (360 MHz, DMSO) 7.62 (2H, dd, J 7 and 7), 7.85-7.96 (3H, m), 8.36 (1H, s), 8.58 (1H, d, J 8), 8.86 (1H, dd, J 5 and 1), 9.14 (1H, s), 9.33 (1H, dd, J 7 and 3); m/z (ES+) 359 (M++H). Reactants: CC1=C(C=C(N)C=C1)N1C=CN2N=C(C=C21)C=2C=NC=CC2 (4-Methyl-3-[6-(pyridin-3-yl)-1H-imidazo[1,2-b]pyrazol-1-yl]aniline), C(C)(C)(C)C=1C=C(C(=O)O)C=C(N1)NC (2-tert-Butyl-6-(methylamino)isonicotinic acid). Reaction conditions: time 16 hour. The product is C(C)(C)(C)C=1C=C(C(=O)NC2=CC(=C(C=C2)C)N2C=CN3N=C(C=C32)C=3C=NC=CC3)C=C(N1)NC (2-tert-Butyl-6-(methylamino)-N-{4-methyl-3-[6-(pyridin-3-yl)-1H-imidazo[1,2-b]pyrazol-1-yl]-phenyl}isonicotinamide). Reaction SMILES: [CH3:1][C:2]1[CH:8]=[CH:7][C:5]([NH2:6])=[CH:4][C:3]=1[N:9]1[C:16]2[N:12]([N:13]=[C:14]([C:17]3[CH:18]=[N:19][CH:20]=[CH:21][CH:22]=3)[CH:15]=2)[CH:11]=[CH:10]1.[C:23]([C:27]1[CH:28]=[C:29]([CH:33]=[C:34]([NH:36][CH3:37])[N:35]=1)[C:30](O)=[O:31])([CH3:26])([CH3:25])[CH3:24]>>[C:23]([C:27]1[CH:28]=[C:29]([CH:33]=[C:34]([NH:36][CH3:37])[N:35]=1)[C:30]([NH:6][C:5]1[CH:7]=[CH:8][C:2]([CH3:1])=[C:3]([N:9]2[C:16]3[N:12]([N:13]=[C:14]([C:17]4[CH:18]=[N:19][CH:20]=[CH:21][CH:22]=4)[CH:15]=3)[CH:11]=[CH:10]2)[CH:4]=1)=[O:31])([CH3:26])([CH3:24])[CH3:25]. Procedure details: 60 mg (0.21 mmol) of the compound of Example 6A and 43 mg (0.21 mmol) of the compound of Example 44A were reacted analogously to the procedure of Example 33, except that in this case the reaction time was 16 h. This gave 31 mg (31% of theory) of the title compound. Reactants: Cl (hydrochloric acid), FC1=CC=C(C=C1)C=1OC(=C(N1)CO[C@H]1C[C@H](CCC1)O)C (cis-3-[2-(4-fluorophenyl)-5-methyloxazol-4-ylmethoxy]cyclohexanol), C(C=C)Br (allyl bromide), [H-].[Na+] (sodium hydride). The solvent is CN(C=O)C (dimethylformamide). Conditions: time 30 minute. Product: C(C=C)O[C@H]1C[C@H](CCC1)OCC=1N=C(OC1C)C1=CC=C(C=C1)F (4-(cis-3-allyloxycyclohexyloxymethyl)-2-(4-fluorophenyl)-5-methyloxazole). RXN SMILES: [F:1][C:2]1[CH:7]=[CH:6][C:5]([C:8]2[O:9][C:10]([CH3:22])=[C:11]([CH2:13][O:14][C@@H:15]3[CH2:20][CH2:19][CH2:18][C@H:17]([OH:21])[CH2:16]3)[N:12]=2)=[CH:4][CH:3]=1.[H-].[Na+].[CH2:25](Br)[CH:26]=[CH2:27].Cl>CN(C)C=O>[CH2:27]([O:21][C@@H:17]1[CH2:18][CH2:19][CH2:20][C@H:15]([O:14][CH2:13][C:11]2[N:12]=[C:8]([C:5]3[CH:4]=[CH:3][C:2]([F:1])=[CH:7][CH:6]=3)[O:9][C:10]=2[CH3:22])[CH2:16]1)[CH:26]=[CH2:25] |f:1.2|. Procedure details: 2 g of cis-3-[2-(4-fluorophenyl)-5-methyloxazol-4-ylmethoxy]cyclohexanol are dissolved in 15 ml of dimethylformamide, and 0.3 g of sodium hydride is added. After 30 minutes, 2.4 g of allyl bromide are added dropwise. The mixture is stirred at room temperature for 5 hours. 15 ml of 1N hydrochloric acid are then added to the reaction mixture, and the mixture is washed three times with 15 ml of ethyl acetate. The organic phase is dried over magnesium sulfate and the solvent is then removed under re... Reactants: CCOC(=O)C1c2cc(Br)c(OC)cc2CCN1C(=O)C(=O)N(CCN(CC#Cc1cccs1)C(=O)OC(C)(C)C)C(C)C, Cl, [K+], C1COCCO1, [OH-], O. Yields the product COc1cc2c(cc1Br)C(C(=O)O)N(C(=O)C(=O)N(CCN(CC#Cc1cccs1)C(=O)OC(C)(C)C)C(C)C)CC2. RXN SMILES: [Br:1][c:2]1[c:3]([O:43][CH3:44])[cH:4][c:5]2[c:10]([cH:11]1)[CH:9]([C:12](=[O:13])[O:14][CH2:15][CH3:16])[N:8]([C:17]([C:18](=[O:19])[N:20]([CH:21]([CH3:22])[CH3:23])[CH2:24][CH2:25][N:26]([CH2:27][C:28]#[C:29][c:30]1[s:31][cH:32][cH:33][cH:34]1)[C:35](=[O:36])[O:37][C:38]([CH3:39])([CH3:40])[CH3:41])=[O:42])[CH2:7][CH2:6]2.[ClH:47].[K+:46].[O:48]1[CH2:49][CH2:50][O:51][CH2:52][CH2:53]1.[OH-:45].[OH2:54]>>[Br:1][c:2]1[c:3]([O:43][CH3:44])[cH:4][c:5]2[c:10]([cH:11]1)[CH:9]([C:12](=[O:13])[OH:14])[N:8]([C:17]([C:18](=[O:19])[N:20]([CH:21]([CH3:22])[CH3:23])[CH2:24][CH2:25][N:26]([CH2:27][C:28]#[C:29][c:30]1[s:31][cH:32][cH:33][cH:34]1)[C:35](=[O:36])[O:37][C:38]([CH3:39])([CH3:40])[CH3:41])=[O:42])[CH2:7][CH2:6]2. Reaction SMILES: [CH3:1][O:2][C:3](=[O:11])[C:4](=[CH2:10])[CH2:5][C:6](OC)=[O:7].[NH3:12]>CO>[O:7]=[C:6]1[NH:12][CH2:10][CH:4]([C:3]([O:2][CH3:1])=[O:11])[CH2:5]1. Procedure: To a solution of 2-methylene-succinic acid dimethyl ester (158 g, 1 mol, 1 eq) in MeOH (150-160 mL) was added dropwise anhydrous liquid ammonia (17 g, 1 mol, 1 eq). The mixture was stirred at room temperature for 1.5-2 h, keeping the outlet of the flask connected with a small mercury trap (1-2 cm Hg), and left to stand overnight. Most part of MeOH was evaporated on a water bath and then residual MeOH was evaporated in vacuo until the mixture transformed into a semisolid mass. This mass was disti... Reactants: COC(C(CC(=O)OC)=C)=O (2-methylene-succinic acid dimethyl ester), N (ammonia). Run at time 1.75 hour. Run in CO (MeOH). The product is O=C1CC(CN1)C(=O)OC (Methyl 5-oxopyrrolidine-3-carboxylate). Starting materials: C(C=C)(=O)N (Acrylamide), CC(C(=O)[O-])=O (methylglyoxylate), CC(=O)C (acetone). The product is C(C=C)(=O)NC(C(=O)OC)O (Methyl acrylamidoglycolate). As a reaction SMILES: [C:1]([NH2:5])(=[O:4])[CH:2]=[CH2:3].C[C:7](=[O:11])[C:8]([O-:10])=[O:9].[CH3:12]C(C)=O>>[C:1]([NH:5][CH:7]([OH:11])[C:8]([O:10][CH3:12])=[O:9])(=[O:4])[CH:2]=[CH2:3]. Procedure: Acrylamide (141.7 parts), methylglyoxylate (144 parts), acetone (1200 ml) and henothiazine (0.05 parts) were mixed and heated to reflux for 6 hours. After filtration and crystallization 180 parts MAG were received as confirmed by chemical analysis.